Dataset: the Open Reaction Database (ORD), a public repository of structured organic reaction records. Task: describe an organic reaction: reactants, conditions, products, and yield The reactants are COC1=CC=C(C(=O)C=2SC3=C(C2C2=CC=CC=C2)C=CC=C3)C=C1 (2-(4-Methoxybenzoyl)-3-phenylbenzothiophene), Cl.N1=CC=CC=C1 (pyridine hydrochloride). Product: OC1=CC=C(C(=O)C=2SC3=C(C2C2=CC=CC=C2)C=CC=C3)C=C1 (2-(4-hydroxybenzoyl)-3-phenylbenzothiophene). The yield is 96.0%. RXN SMILES: C[O:2][C:3]1[CH:25]=[CH:24][C:6]([C:7]([C:9]2[S:10][C:11]3[CH:23]=[CH:22][CH:21]=[CH:20][C:12]=3[C:13]=2[C:14]2[CH:19]=[CH:18][CH:17]=[CH:16][CH:15]=2)=[O:8])=[CH:5][CH:4]=1.Cl.N1C=CC=CC=1>>[OH:2][C:3]1[CH:4]=[CH:5][C:6]([C:7]([C:9]2[S:10][C:11]3[CH:23]=[CH:22][CH:21]=[CH:20][C:12]=3[C:13]=2[C:14]2[CH:19]=[CH:18][CH:17]=[CH:16][CH:15]=2)=[O:8])=[CH:24][CH:25]=1 |f:1.2|. Reported procedure: A mixture of 12.0 g. of the product from Example 1 and 35 g. of pyridine hydrochloride was refluxed for 30 minutes. The hot reaction mixture then was poured over ice, and the mixture was transferred to a blender, homogenized, and the resulting crystals were collected by filtration, washed with water, and dried in vacuo at 80° C. to give 11.0 g. (96 percent) of the title compound, m.p. 204°-205° C.